From a dataset of the Open Reaction Database (ORD), a public repository of structured organic reaction records. describe an organic reaction: reactants, conditions, products, and yield As a reaction SMILES: [Cl:1][c:2]1[cH:3][cH:4][c:5]2[c:10]([cH:11]1)[C:9]1([C:8](=[O:17])[C:7]([C:18](=[O:19])[NH:20][CH2:21][C:22](=[O:23])[O:24][C:25]([CH3:26])([CH3:27])[CH3:28])=[C:6]2[OH:29])[CH2:12][CH2:13][O:14][CH2:15][CH2:16]1.[F:30][C:31]([F:32])([F:33])[C:34]([OH:35])=[O:36]>>[Cl:1][c:2]1[cH:3][cH:4][c:5]2[c:10]([cH:11]1)[C:9]1([C:8](=[O:17])[C:7]([C:18](=[O:19])[NH:20][CH2:21][C:22](=[O:23])[OH:24])=[C:6]2[OH:29])[CH2:12][CH2:13][O:14][CH2:15][CH2:16]1. Yields the product O=C(O)CNC(=O)C1=C(O)c2ccc(Cl)cc2C2(CCOCC2)C1=O. The reactants are CC(C)(C)OC(=O)CNC(=O)C1=C(O)c2ccc(Cl)cc2C2(CCOCC2)C1=O, O=C(O)C(F)(F)F. The reactants are O=C([O-])[O-], CCOC(C)=O, O=C(Cl)c1ccccc1, Cl, [K+], [K+], O, OC1CNC1. Product: O=C(c1ccccc1)N1CC(O)C1. RXN SMILES: [C:16](=[O:17])([O-:18])[O-:19].[C:22]([O:23][CH2:24][CH3:25])(=[O:26])[CH3:27].[C:7]([c:8]1[cH:9][cH:10][cH:11][cH:12][cH:13]1)(=[O:14])[Cl:15].[ClH:1].[K+:20].[K+:21].[OH2:28].[OH:2][CH:3]1[CH2:4][NH:5][CH2:6]1>>[OH:2][CH:3]1[CH2:4][N:5]([C:7]([c:8]2[cH:9][cH:10][cH:11][cH:12][cH:13]2)=[O:14])[CH2:6]1. The reactants are NC=1C=2N(C=CN1)C(NC2C2=CC=C1C=CC(=NC1=C2F)C2=CC=CC=C2)=S (8-amino-1-(8-fluoro-2-phenyl-quinolin-7-yl)-2H-imidazo[1,5-a]pyrazine-3-thione), ClC1=NC=CC=N1 (2-chloropyrimidine), C([O-])([O-])=O.[K+].[K+] (potassium carbonate). Solvent: CN(C)C=O (DMF). Reaction conditions: temperature 100 celsius, time 10 minute. Yields the product FC=1C(=CC=C2C=CC(=NC12)C1=CC=CC=C1)C=1N=C(N2C1C(=NC=C2)N)SC2=NC=CC=N2 (1-(8-Fluoro-2-phenyl-quinolin-7-yl)-3-(pyrimidin-2-ylsulfanyl)-imidazo[1,5-a]pyrazin-8-ylamine). Reaction SMILES: [NH2:1][C:2]1[C:3]2[N:4]([C:8](=[S:28])[NH:9][C:10]=2[C:11]2[C:20]([F:21])=[C:19]3[C:14]([CH:15]=[CH:16][C:17]([C:22]4[CH:27]=[CH:26][CH:25]=[CH:24][CH:23]=4)=[N:18]3)=[CH:13][CH:12]=2)[CH:5]=[CH:6][N:7]=1.Cl[C:30]1[N:35]=[CH:34][CH:33]=[CH:32][N:31]=1.C(=O)([O-])[O-].[K+].[K+]>CN(C=O)C>[F:21][C:20]1[C:11]([C:10]2[N:9]=[C:8]([S:28][C:30]3[N:35]=[CH:34][CH:33]=[CH:32][N:31]=3)[N:4]3[CH:5]=[CH:6][N:7]=[C:2]([NH2:1])[C:3]=23)=[CH:12][CH:13]=[C:14]2[C:19]=1[N:18]=[C:17]([C:22]1[CH:27]=[CH:26][CH:25]=[CH:24][CH:23]=1)[CH:16]=[CH:15]2 |f:2.3.4|. Procedure: A 10 mL microwave vessel was charged with a solution of 8-amino-1-(8-fluoro-2-phenyl-quinolin-7-yl)-2H-imidazo[1,5-a]pyrazine-3-thione (10 mg, 0.00002 mol), 2-chloropyrimidine (0.0059 g, 0.000052 mol) and potassium carbonate (0.011 g, 0.000077 mol) in DMF. The reaction mixture was heated in the microwave at 100° C. for 10 min followed by 120° C. for 10 min to get full consumption of SM. The reaction mixture was concentrated in vacuo. Purification by Gilson HPLC eluting with 10→60% acetonitrile: ... Reactants: C(C1=CC=CC=C1)OC1=CC=C(C=C1)C([C@@H](C)N1CCC(CC1)(C1=CC=CC=C1)O)=O ((2R)-1-(4-benzyloxy-phenyl)-2-(4-hydroxy-4-phenyl-piperidin-1-yl)-1-propanone), C(C1=CC=CC=C1)(=O)[C@]([C@](C(=O)O)(O)C(C1=CC=CC=C1)=O)(O)C(=O)O (di-benzoyl-L-tartaric acid). As a reaction SMILES: [CH2:1]([O:8][C:9]1[CH:14]=[CH:13][C:12]([C:15](=[O:31])[C@H:16]([N:18]2[CH2:23][CH2:22][C:21]([OH:30])([C:24]3[CH:29]=[CH:28][CH:27]=[CH:26][CH:25]=3)[CH2:20][CH2:19]2)[CH3:17])=[CH:11][CH:10]=1)[C:2]1[CH:7]=[CH:6][CH:5]=[CH:4][CH:3]=1.C([C@@](C(O)=O)(O)[C@@](C(=O)C1C=CC=CC=1)(O)C(O)=O)(=O)C1C=CC=CC=1>>[CH2:1]([O:8][C:9]1[CH:14]=[CH:13][C:12]([C:15](=[O:31])[C@@H:16]([N:18]2[CH2:23][CH2:22][C:21]([OH:30])([C:24]3[CH:29]=[CH:28][CH:27]=[CH:26][CH:25]=3)[CH2:20][CH2:19]2)[CH3:17])=[CH:11][CH:10]=1)[C:2]1[CH:3]=[CH:4][CH:5]=[CH:6][CH:7]=1. The product is C(C1=CC=CC=C1)OC1=CC=C(C=C1)C([C@H](C)N1CCC(CC1)(C1=CC=CC=C1)O)=O ((2S)-1-(4-benzyloxy-phenyl)-2-(4-hydroxy-4-phenyl-piperidin-1-yl)-1-propanone). Reported procedure: (2R)-1-(4-benzyloxy-phenyl)-2-(4-hydroxy-4-phenyl-piperidin-1-yl)-1-propanone may be similarly prepared using di-benzoyl-L-tartaric acid. Starting materials: N12C[C@@H](C(CC1)CC2)O ((R)-quinuclidin-3-ol), C(=O)(N1C=NC=C1)N1C=NC=C1 (1,1′-carbonyldiimidazole), C1(=CC=CC=C1)[C@@H]1NCCC2=CC=CC=C12 ((S)-1-phenyl-1,2,3,4-tetrahydroisoquinoline), [H-].[Na+] (sodium hydride). Solvent: CN(C)C=O (DMF), C1(=CC=CC=C1)C (toluene), O (water), O (water), C1(=CC=CC=C1)C (toluene), C1(=CC=CC=C1)C (toluene). Run at time 30 minute. Yields the product C=1C=CC(=CC1)[C@H]2C=3C=CC=CC3CCN2C(=O)O[C@H]4CN5CCC4CC5 (solifenacin). Reaction SMILES: [C:1](N1C=CN=C1)(N1C=CN=C1)=[O:2].[C:13]1([C@H:19]2[C:28]3[C:23](=[CH:24][CH:25]=[CH:26][CH:27]=3)[CH2:22][CH2:21][NH:20]2)[CH:18]=[CH:17][CH:16]=[CH:15][CH:14]=1.[H-].[Na+].[N:31]12[CH2:38][CH2:37][CH:34]([CH2:35][CH2:36]1)[C@@H:33]([OH:39])[CH2:32]2>O.C1(C)C=CC=CC=1.CN(C=O)C>[CH:16]1[CH:17]=[CH:18][C:13]([C@@H:19]2[N:20]([C:1]([O:39][C@@H:33]3[CH:34]4[CH2:37][CH2:38][N:31]([CH2:36][CH2:35]4)[CH2:32]3)=[O:2])[CH2:21][CH2:22][C:23]3[CH:24]=[CH:25][CH:26]=[CH:27][C:28]2=3)=[CH:14][CH:15]=1 |f:2.3|. Procedure details: A 4.26 g portion of 1,1′-carbonyldiimidazole was added to 5.00 g of (S)-1-phenyl-1,2,3,4-tetrahydroisoquinoline and 25 ml of toluene and stirred at room temperature for 30 minutes. By adding 25 ml of water thereto, the water layer was separated, the organic layer was washed with 25 ml of water, and the solvent was evaporated under a reduced pressure. A 10 ml portion of toluene was added to the residue. This solution was added dropwise at room temperature to a solution prepared by adding 1.00 g o... Reactants: C[S-].[Na+] (sodium thiomethoxide), C[S-].[Na+] (sodium thiomethoxide), C([O-])([O-])=O.[K+].[K+] (potassium carbonate), ClC=1C=C(C=C(C1)Cl)C1(CC(=NO1)C=1C=CC(=C(C#N)C1)F)C(F)(F)F (5-[5-(3,5-dichlorophenyl)-4,5-dihydro-5-(trifluoromethyl)-3-isoxazolyl]-2-fluorobenzonitrile), O (water). The solvent is CN(C=O)C (N,N-dimethylformamide), CN(C=O)C (N,N-dimethylformamide). Conditions: time 1 hour. Product: ClC=1C=C(C=C(C1)Cl)C1(CC(=NO1)C=1C=CC(=C(C#N)C1)SC)C(F)(F)F (5-[5-(3,5-dichlorophenyl)-4,5-dihydro-5-(trifluoromethyl)-3-isoxazolyl]-2-(methylthio)benzonitrile). As a reaction SMILES: [CH3:1][S-:2].[Na+].C(=O)([O-])[O-].[K+].[K+].[Cl:10][C:11]1[CH:12]=[C:13]([C:18]2([C:32]([F:35])([F:34])[F:33])[O:22][N:21]=[C:20]([C:23]3[CH:24]=[CH:25][C:26](F)=[C:27]([CH:30]=3)[C:28]#[N:29])[CH2:19]2)[CH:14]=[C:15]([Cl:17])[CH:16]=1.O>CN(C)C=O>[Cl:10][C:11]1[CH:12]=[C:13]([C:18]2([C:32]([F:35])([F:34])[F:33])[O:22][N:21]=[C:20]([C:23]3[CH:24]=[CH:25][C:26]([S:2][CH3:1])=[C:27]([CH:30]=3)[C:28]#[N:29])[CH2:19]2)[CH:14]=[C:15]([Cl:17])[CH:16]=1 |f:0.1,2.3.4|. Reported procedure: To a stirred suspension of sodium thiomethoxide (0.21 g, 3 mmol) and potassium carbonate (0.28 g, 2 mmol) in 4 mL of N,N-dimethylformamide was added a solution of 5-[5-(3,5-dichlorophenyl)-4,5-dihydro-5-(trifluoromethyl)-3-isoxazolyl]-2-fluorobenzonitrile (prepared by a method similar to Example 2, Step A and Step B; 1.00 g, 2.48 mmol) in N,N-dimethylformamide (6 mL). This mixture was stirred at ambient temperature for 1 h. Then an additional portion of sodium thiomethoxide (0.21 g, 3 mmol) was ... Starting materials: C(C)(C)(C)OC(=O)NC(=NC(=O)OC(C)(C)C)N[C@H]1[C@H](CCCC1)NC1=NC(=NC2=CC=C(C=C12)OC)N ((1R,2S)-N-[N,N′-bis(tert-butoxycarbonyl)]amidino-2-(2-amino-6-methoxyquinazolin-4-yl)aminocyclohexylamine), C(C)(C)N(C(C)C)CC (N,N-diisopropylethylamine), O (water), ClC1=CC=C(C(=O)Cl)C=C1 (4-chlorobenzoyl chloride). The reagents and catalysts are CN(C1=CC=NC=C1)C (4-dimethylaminopyridine). Solvent: C(Cl)Cl (methylene chloride), C(Cl)Cl (methylene chloride). Reaction conditions: time 3 hour. Yields the product C(C)(C)(C)OC(=O)NC(=NC(=O)OC(C)(C)C)N[C@H]1[C@H](CCCC1)NC1=NC(=NC2=CC=C(C=C12)OC)NC(C1=CC=C(C=C1)Cl)=O ((1R,2S)-N-[N,N′-Bis(tert-butoxycarbonyl)]amidino-2-[2-(4-chlorobenzoylamino)-6-methoxyquinazolin-4-yl]aminocyclohexylamine). As a reaction SMILES: C(N(CC)C(C)C)(C)C.[Cl:10][C:11]1[CH:19]=[CH:18][C:14]([C:15](Cl)=[O:16])=[CH:13][CH:12]=1.[C:20]([O:24][C:25]([NH:27][C:28]([NH:37][C@@H:38]1[CH2:43][CH2:42][CH2:41][CH2:40][C@@H:39]1[NH:44][C:45]1[C:54]2[C:49](=[CH:50][CH:51]=[C:52]([O:55][CH3:56])[CH:53]=2)[N:48]=[C:47]([NH2:57])[N:46]=1)=[N:29][C:30]([O:32][C:33]([CH3:36])([CH3:35])[CH3:34])=[O:31])=[O:26])([CH3:23])([CH3:22])[CH3:21].O>C(Cl)Cl.CN(C)C1C=CN=CC=1>[C:33]([O:32][C:30]([NH:29][C:28]([NH:37][C@@H:38]1[CH2:43][CH2:42][CH2:41][CH2:40][C@@H:39]1[NH:44][C:45]1[C:54]2[C:49](=[CH:50][CH:51]=[C:52]([O:55][CH3:56])[CH:53]=2)[N:48]=[C:47]([NH:57][C:15](=[O:16])[C:14]2[CH:18]=[CH:19][C:11]([Cl:10])=[CH:12][CH:13]=2)[N:46]=1)=[N:27][C:25]([O:24][C:20]([CH3:23])([CH3:22])[CH3:21])=[O:26])=[O:31])([CH3:34])([CH3:35])[CH3:36]. Reported procedure: A solution of 366 mg of N,N-diisopropylethylamine in 10 mL of methylene chloride was combined with 60 mg of 4-dimethylaminopyridine and 0.156 mL of 4-chlorobenzoyl chloride. This was treated dropwise with a solution of 500 mg of (1R,2S)-N-[N,N′-bis(tert-butoxycarbonyl)]amidino-2-(2-amino-6-methoxyquinazolin-4-yl)aminocyclohexylamine in 10 mL of methylene chloride, and stirred at room temperature for 3 hours. The reaction solution was combined with water, extracted with methylene chloride, and dr... The reactants are O=C([O-])[O-], FC(F)(F)C(F)(F)c1ccc2ccnc(Cl)c2c1, [Cs+], [Cs+], CC(C)(C)OC(=O)N1CC(NC(=O)CN)C1, CC(=O)[O-], CC(=O)[O-], [Pd+2], c1ccc(P(c2ccccc2)c2ccc3ccccc3c2-c2c(P(c3ccccc3)c3ccccc3)ccc3ccccc23)cc1. Yields the product CC(C)(C)OC(=O)N1CC(NC(=O)CNc2nccc3ccc(C(F)(F)C(F)(F)F)cc23)C1. As a reaction SMILES: [C:35](=[O:36])([O-:37])[O-:38].[Cl:1][c:2]1[n:3][cH:4][cH:5][c:6]2[cH:7][cH:8][c:9]([C:12]([C:13]([F:14])([F:15])[F:16])([F:17])[F:18])[cH:10][c:11]12.[Cs+:39].[Cs+:40].[NH2:19][CH2:20][C:21](=[O:22])[NH:23][CH:24]1[CH2:25][N:26]([C:28](=[O:29])[O:30][C:31]([CH3:32])([CH3:33])[CH3:34])[CH2:27]1.[O-:88][C:89]([CH3:90])=[O:91].[O-:92][C:93]([CH3:94])=[O:95].[Pd+2:87].[cH:41]1[cH:42][cH:43][c:44]([P:45]([c:46]2[cH:47][cH:48][c:49]3[c:50]([cH:51][cH:52][cH:53][cH:54]3)[c:55]2-[c:56]2[c:57]3[c:58]([cH:59][cH:60][cH:61][cH:62]3)[cH:63][cH:64][c:65]2[P:66]([c:67]2[cH:68][cH:69][cH:70][cH:71][cH:72]2)[c:73]2[cH:74][cH:75][cH:76][cH:77][cH:78]2)[c:79]2[cH:80][cH:81][cH:82][cH:83][cH:84]2)[cH:85][cH:86]1>>[c:2]1([NH:19][CH2:20][C:21](=[O:22])[NH:23][CH:24]2[CH2:25][N:26]([C:28](=[O:29])[O:30][C:31]([CH3:32])([CH3:33])[CH3:34])[CH2:27]2)[n:3][cH:4][cH:5][c:6]2[cH:7][cH:8][c:9]([C:12]([C:13]([F:14])([F:15])[F:16])([F:17])[F:18])[cH:10][c:11]12. Reaction SMILES: [CH2:29]([CH3:30])[O:31][C:32]([CH2:33][P:34]([O:35][CH2:36][C:37]([F:38])([F:39])[F:40])([O:41][CH2:42][C:43]([F:44])([F:45])[F:46])=[O:47])=[O:48].[CH2:56]1[O:57][CH2:58][CH2:59][CH2:60]1.[CH3:1][Si:2]([N-:3][Si:4]([CH3:5])([CH3:6])[CH3:7])([CH3:8])[CH3:9].[K+:10].[O:11]1[CH2:12][CH2:13][O:14][CH2:15][CH2:16][O:17][CH2:18][CH2:19][O:20][CH2:21][CH2:22][O:23][CH2:24][CH2:25][O:26][CH2:27][CH2:28]1.[s:49]1[cH:50][c:51]([CH:54]=[O:55])[cH:52][cH:53]1>>[CH2:29]([CH3:30])[O:31][C:32]([CH:33]=[CH:54][c:51]1[cH:50][s:49][cH:53][cH:52]1)=[O:48]. Yields the product CCOC(=O)C=Cc1ccsc1. The reactants are CCOC(=O)CP(=O)(OCC(F)(F)F)OCC(F)(F)F, C1CCOC1, C[Si](C)(C)[N-][Si](C)(C)C, [K+], C1COCCOCCOCCOCCOCCO1, O=Cc1ccsc1. Procedure: 72 g 2-(2-cyanoethyl) (2,3-dihydro [4H] 1,4-benzodioxin) are suspended in 100 ml acetic acid, 100 ml water and 40 g sulphuric acid. The whole is heated to reflux for 48 hours and the mixture is thereafter poured in water. The aqueous phase is extracted with ether. The ethereous solution is separated, washed, dried and concentrated off. 76 g of 3-(2,3-dihydro [4H] 1,4-benzodioxin-2 yl) propionic acid are obtained, melting at 102°. This acid is esterified with methanol and p toluene sulphonic acid... Yields the product O1C(COC2=C1C=CC=C2)CCC(=O)O (3-(2,3-dihydro [4H] 1,4-benzodioxin-2 yl) propionic acid). Reaction SMILES: C(C[CH2:4][CH:5]1[O:10][C:9]2[CH:11]=[CH:12][CH:13]=[CH:14][C:8]=2[O:7][CH2:6]1)#N.S(=O)(=O)(O)O.[C:20]([OH:23])(=[O:22])[CH3:21]>O>[O:10]1[C:9]2[CH:11]=[CH:12][CH:13]=[CH:14][C:8]=2[O:7][CH2:6][CH:5]1[CH2:4][CH2:21][C:20]([OH:23])=[O:22]. The reactants are C(#N)CCC1COC2=C(O1)C=CC=C2 (2-(2-cyanoethyl) (2,3-dihydro [4H] 1,4-benzodioxin)), S(O)(O)(=O)=O (sulphuric acid), C(C)(=O)O (acetic acid). Solvent: O (water), O (water).